This data is from the Open Reaction Database (ORD), a public repository of structured organic reaction records. The task is: describe an organic reaction: reactants, conditions, products, and yield Reactants: C(C)(C)(C)OC(=O)NC[C@@H]1CN(CC1)CCCCCN (5-((3R)-3-tert-Butoxycarbonylaminomethylpyrrolidin-1-yl)pentylamine), C(CCC)N=C=O (n-butyl isocyanate), NC1=CC(=C(C(=O)O)C=C1Cl)OC (4-amino-5-chloro-2-methoxybenzoic acid). Yields the product NC1=CC(=C(C(=O)NC[C@@H]2CN(CC2)CCCCCNC(=O)NCCCC)C=C1Cl)OC (4-amino-N-((3R)-1-(5-(3-n-butylureido)pentyl)pyrrolidin-3-ylmethyl)-5-chloro-2-methoxybenzamide). RXN SMILES: C(O[C:6]([NH:8][CH2:9][C@H:10]1[CH2:14][CH2:13][N:12]([CH2:15][CH2:16][CH2:17][CH2:18][CH2:19][NH2:20])[CH2:11]1)=[O:7])(C)(C)C.[CH2:21]([N:25]=[C:26]=[O:27])[CH2:22][CH2:23][CH3:24].[NH2:28][C:29]1[C:37]([Cl:38])=[CH:36][C:32](C(O)=O)=[C:31]([O:39][CH3:40])[CH:30]=1>>[NH2:28][C:29]1[C:37]([Cl:38])=[CH:36][C:32]([C:6]([NH:8][CH2:9][C@H:10]2[CH2:14][CH2:13][N:12]([CH2:15][CH2:16][CH2:17][CH2:18][CH2:19][NH:20][C:26]([NH:25][CH2:21][CH2:22][CH2:23][CH3:24])=[O:27])[CH2:11]2)=[O:7])=[C:31]([O:39][CH3:40])[CH:30]=1. Reported procedure: 5-((3R)-3-tert-Butoxycarbonylaminomethylpyrrolidin-1-yl)pentylamine (2.00 g) as starting compound was reacted and treated in the same manner as in Example 34 using n-butyl isocyanate (0.79 ml) and 4-amino-5-chloro-2-methoxybenzoic acid (0.54 g) to give 4-amino-N-((3R)-1-(5-(3-n-butylureido)pentyl)pyrrolidin-3-ylmethyl)-5-chloro-2-methoxybenzamide. The reactants are ClC=1NC2=C(N1)C=CC=C2 (2-chloro-benzimidazole), FC=1C=C(CBr)C=CC1F (3,4-difluorobenzyl bromide), FC=1C=C(N)C=CC1F (3,4-difluoroaniline). Solvent: CO.CCOCC (MeOH Et2O). Product: FC=1C=C(CN2C(=NC3=C2C=CC=C3)NC3=CC(=C(C=C3)F)F)C=CC1F (N-[1-(3,4-Difluorobenzyl)benzimidazol-2-yl]-3,4-difluoroaniline), hydrochloride salt. As a reaction SMILES: Cl[C:2]1[NH:3][C:4]2[CH:10]=[CH:9][CH:8]=[CH:7][C:5]=2[N:6]=1.[F:11][C:12]1[CH:13]=[C:14]([CH:17]=[CH:18][C:19]=1[F:20])[CH2:15]Br.[F:21][C:22]1[CH:23]=[C:24]([CH:26]=[CH:27][C:28]=1[F:29])[NH2:25]>CO.CCOCC>[F:11][C:12]1[CH:13]=[C:14]([CH:17]=[CH:18][C:19]=1[F:20])[CH2:15][N:6]1[C:5]2[CH:7]=[CH:8][CH:9]=[CH:10][C:4]=2[N:3]=[C:2]1[NH:25][C:24]1[CH:26]=[CH:27][C:28]([F:29])=[C:22]([F:21])[CH:23]=1 |f:3.4|. Reported procedure: The title compound was prepared by Procedure B in two steps from 2-chloro-benzimidazole, 3,4-difluorobenzyl bromide and 3,4-difluoroaniline. The product was isolated by filtration and recrystallization (MeOH/Et2O) to give the title compound as its hydrochloride salt (white solid, mp 236-238° C.). MS(ES+) m/z 372 ([M+1]+, 100). 1NMR (DMSO-d6) δ 5.61 (s, 2H), 7.19-7.30 (m, 3H), 7.36-7.61 (m, 6H), 7.83-7.91 (m, 1H), 11.0 (br s, 1H). Starting materials: NC1=C(C=O)C=C(C=N1)Br (2-Amino-5-bromonicotinaldehyde), C(C)(C)(C)C1=CC=C(CNC(CC(C)=O)=O)C=C1 (N-(4-tert-butylbenzyl)-3-oxobutanamide), CCO (EtOH). Run in N1CCCCC1 (piperidine), O (water). Conditions: temperature 120 celsius. Yields the product BrC=1C=C2C=C(C(=NC2=NC1)C)C(=O)NCC1=CC=C(C=C1)C(C)(C)C (6-bromo-N-(4-tert-butylbenzyl)-2-methyl-1,8-naphthyridine-3-carboxamide). The yield is 54.5%. RXN SMILES: [NH2:1][C:2]1[N:9]=[CH:8][C:7]([Br:10])=[CH:6][C:3]=1[CH:4]=O.[C:11]([C:15]1[CH:28]=[CH:27][C:18]([CH2:19][NH:20][C:21](=[O:26])[CH2:22][C:23](=O)[CH3:24])=[CH:17][CH:16]=1)([CH3:14])([CH3:13])[CH3:12].CCO>N1CCCCC1.O>[Br:10][C:7]1[CH:6]=[C:3]2[C:2](=[N:9][CH:8]=1)[N:1]=[C:23]([CH3:24])[C:22]([C:21]([NH:20][CH2:19][C:18]1[CH:17]=[CH:16][C:15]([C:11]([CH3:14])([CH3:13])[CH3:12])=[CH:28][CH:27]=1)=[O:26])=[CH:4]2. Procedure details: 2-Amino-5-bromonicotinaldehyde (0.50 g, 2.49 mmol) and N-(4-tert-butylbenzyl)-3-oxobutanamide (0.62 g, 2.49 mmol) were suspended in piperidine (1.0 ml) and EtOH (1.0 ml) in a high-pressure vial. The mixture was heated at 120° C. for 4.5 hours and then cooled to room temperature. The reaction was diluted with water (40 ml) and extracted with CH2Cl2 (3*30 ml). Combined organics were washed with water (30 ml), dried over MgSO4 and evaporated. The crude product was purified by flash chromatography u... The reactants are [BH4-], COc1ccc(C(=O)C(O)c2ccc(OC)cc2)cc1, CCO, Cl, [Na+], O. Product: COc1ccc(C(O)C(O)c2ccc(OC)cc2)cc1. As a reaction SMILES: [BH4-:21].[CH3:1][O:2][c:3]1[cH:4][cH:5][c:6]([C:9](=[O:10])[CH:11]([OH:12])[c:13]2[cH:14][cH:15][c:16]([O:19][CH3:20])[cH:17][cH:18]2)[cH:7][cH:8]1.[CH3:25][CH2:26][OH:27].[ClH:23].[Na+:22].[OH2:24]>>[CH3:1][O:2][c:3]1[cH:4][cH:5][c:6]([CH:9]([OH:10])[CH:11]([OH:12])[c:13]2[cH:14][cH:15][c:16]([O:19][CH3:20])[cH:17][cH:18]2)[cH:7][cH:8]1.